This data is from the Open Reaction Database (ORD), a public repository of structured organic reaction records. The task is: describe an organic reaction: reactants, conditions, products, and yield Product: C(C)OC=1C(=CNC(C1)=O)C1=CC(=C(C=C1)CC(=O)O)F (2-(4-(4-ethoxy-6-oxo-1,6-dihydropyridin-3-yl)-2-fluorophenyl)acetic acid). Reagents/catalysts: [Pd] (Pd/C). Run in CO (MeOH). Starting materials: C(C)OC1=C(C=NC(=C1)OCC1=CC=C(C=C1)OC)C1=CC(=C(C=C1)CC(=O)O)F (2-(4-(4-ethoxy-6-((4-methoxybenzyl)oxy)pyridin-3-yl)-2-fluorophenyl)acetic acid). Reported procedure: To a solution of 2-(4-(4-ethoxy-6-((4-methoxybenzyl)oxy)pyridin-3-yl)-2-fluorophenyl)acetic acid (0.5 g, 1.215 mmol) in MeOH (10 mL) stirred under nitrogen at 20° C. was added Pd/C (0.013 g, 0.122 mmol) in one charge. The reaction mixture was reacted with a H2 balloon at 20° C. for 12 h. The mixture was filtered, and the filtrate was concentrated in vacuo to give the crude 2-(4-(4-ethoxy-6-oxo-1,6-dihydropyridin-3-yl)-2-fluorophenyl)acetic acid (0.4 g, 1.373 mmol). TLC (DCM/MeOH=10:1, Rf=0.2): 1... Reaction SMILES: [CH2:1]([O:3][C:4]1[CH:9]=[C:8]([O:10]CC2C=CC(OC)=CC=2)[N:7]=[CH:6][C:5]=1[C:20]1[CH:25]=[CH:24][C:23]([CH2:26][C:27]([OH:29])=[O:28])=[C:22]([F:30])[CH:21]=1)[CH3:2]>CO.[Pd]>[CH2:1]([O:3][C:4]1[C:5]([C:20]2[CH:25]=[CH:24][C:23]([CH2:26][C:27]([OH:29])=[O:28])=[C:22]([F:30])[CH:21]=2)=[CH:6][NH:7][C:8](=[O:10])[CH:9]=1)[CH3:2]. Yield: 113.0%. The reactants are dipotassium, [N+](=O)([O-])C1=CC=C(C(C(=O)O)=C1)S (5-nitrothiosalicylic acid), BrC1C(=O)OCC1 (α-bromo-γ-butyrolactone), Cl (hydrochloric acid), crude product. Solvent: O (water), C(C)N(CC)CC (triethylamine), C(C)(=O)OC(C)=O (acetic anhydride). The product is [N+](=O)([O-])C1=CC2=C(SC3(C(OCC3)=O)C2=O)C=C1 (5-nitro-4',5'-dihydrospiro[benzo[b]thiophene-2(3H),3'(2'H)-furan]-3,2' -dione). Reaction SMILES: [N+:1]([C:4]1[CH:12]=[C:8]([C:9]([OH:11])=O)[C:7]([SH:13])=[CH:6][CH:5]=1)([O-:3])=[O:2].Br[CH:15]1[CH2:20][CH2:19][O:18][C:16]1=[O:17].Cl>O.C(OC(=O)C)(=O)C.C(N(CC)CC)C>[N+:1]([C:4]1[CH:5]=[CH:6][C:7]2[S:13][C:15]3([C:9](=[O:11])[C:8]=2[CH:12]=1)[CH2:20][CH2:19][O:18][C:16]3=[O:17])([O-:3])=[O:2]. Procedure: In 200 ml of water was dissolved 4.45 g of dipotassium salt of 5-nitrothiosalicylic acid, and 3.55 g of α-bromo-γ-butyrolactone was added dropwise to the solution under ice-cooling with stirring. After stirring the solution at room temperature for 3.5 hours, 10 ml of concentrated hydrochloric acid was added to the solution to acidify, and the solution was subjected to extraction with ethyl acetate. The extract was washed with water, dried and evaporated to dryness under reduced pressure, resulti...